Dataset: the Open Reaction Database (ORD), a public repository of structured organic reaction records. Task: describe an organic reaction: reactants, conditions, products, and yield Starting materials: CC(=O)O[BH-](OC(C)=O)OC(C)=O, CNC, CC(=O)O, CN(C)C=O, COc1cc(Nc2c(C#N)cnc3c(-c4ccc(C=O)cc4)csc23)c(Cl)cc1Cl, ClCCl, [Na+], C1CCOC1. Product: COc1cc(Nc2c(C#N)cnc3c(-c4ccc(CN(C)C)cc4)csc23)c(Cl)cc1Cl. RXN SMILES: [C:39]([O:40][BH-:41]([O:42][C:43](=[O:44])[CH3:45])[O:46][C:47](=[O:48])[CH3:49])(=[O:50])[CH3:51].[CH3:31][NH:32][CH3:33].[CH3:56][C:57](=[O:58])[OH:59].[CH3:60][N:61]([CH3:62])[CH:63]=[O:64].[Cl:1][c:2]1[c:3]([NH:11][c:12]2[c:13]3[c:14]([n:15][cH:16][c:17]2[C:18]#[N:19])[c:20](-[c:23]2[cH:24][cH:25][c:26]([CH:29]=[O:30])[cH:27][cH:28]2)[cH:21][s:22]3)[cH:4][c:5]([O:9][CH3:10])[c:6]([Cl:8])[cH:7]1.[Cl:53][CH2:54][Cl:55].[Na+:52].[O:34]1[CH2:35][CH2:36][CH2:37][CH2:38]1>>[Cl:1][c:2]1[c:3]([NH:11][c:12]2[c:13]3[c:14]([n:15][cH:16][c:17]2[C:18]#[N:19])[c:20](-[c:23]2[cH:24][cH:25][c:26]([CH2:29][N:32]([CH3:31])[CH3:33])[cH:27][cH:28]2)[cH:21][s:22]3)[cH:4][c:5]([O:9][CH3:10])[c:6]([Cl:8])[cH:7]1. Starting materials: N#CCNCc1ccccc1, COc1ccccc1N(CC(=O)O)S(=O)(=O)c1ccccc1C. Product: COc1ccccc1N(CC(=O)N(CC#N)Cc1ccccc1)S(=O)(=O)c1ccccc1C. As a reaction SMILES: [CH2:24]([c:25]1[cH:26][cH:27][cH:28][cH:29][cH:30]1)[NH:31][CH2:32][C:33]#[N:34].[CH3:1][O:2][c:3]1[c:4]([N:9]([S:10](=[O:11])(=[O:12])[c:13]2[c:14]([CH3:19])[cH:15][cH:16][cH:17][cH:18]2)[CH2:20][C:21](=[O:22])[OH:23])[cH:5][cH:6][cH:7][cH:8]1>>[CH3:1][O:2][c:3]1[c:4]([N:9]([S:10](=[O:11])(=[O:12])[c:13]2[c:14]([CH3:19])[cH:15][cH:16][cH:17][cH:18]2)[CH2:20][C:21](=[O:22])[N:31]([CH2:24][c:25]2[cH:26][cH:27][cH:28][cH:29][cH:30]2)[CH2:32][C:33]#[N:34])[cH:5][cH:6][cH:7][cH:8]1. Reactants: OC=1C=C(C(=O)OC)C=C(C1)O (methyl 3,5-dihydroxybenzoate), C(C1=CC=CC=C1)Br (benzyl bromide). Solvent: CN(C)C=O (DMF). Reaction conditions: time 24 hour. Yields the product COC(C1=CC(=CC(=C1)CC1=CC=CC=C1)O)=O (3-Hydroxy-5-benzyl-benzoic Acid Methyl Ester). RXN SMILES: O[C:2]1[CH:3]=[C:4]([CH:9]=[C:10]([OH:12])[CH:11]=1)[C:5]([O:7][CH3:8])=[O:6].[CH2:13](Br)[C:14]1[CH:19]=[CH:18][CH:17]=[CH:16][CH:15]=1>CN(C=O)C>[CH3:8][O:7][C:5](=[O:6])[C:4]1[CH:3]=[C:2]([CH2:13][C:14]2[CH:19]=[CH:18][CH:17]=[CH:16][CH:15]=2)[CH:11]=[C:10]([OH:12])[CH:9]=1. Procedure details: To a solution of methyl 3,5-dihydroxybenzoate (50 g, 297 mmol) in DMF (270 ml) is added under nitrogen K2CO3 (61.6 g, 446 mmol, 1.5 eq.). Then benzyl bromide (53 ml, 446 mmol, 1.5 eq.) is added dropwise at 0° C. and the reaction mixture is stirred at RT for 24 h. The reaction mixture is filtered over celite, DMF is evaporated, water (500 ml) added and the reaction mixture extracted with ethyl acetate (2×500 ml). The combined organic layer is washed with brine, dried over MgSO4 and the solvent re... The reactants are CC1=CC(=C(C(=O)OC)C=C1)OS(=O)(=O)C(F)(F)F (methyl 4-methyl-2-trifluoromethylsulfonyloxybenzoate), BrN1C(CCC1=O)=O (N-bromosuccinimide), 2,2-azobis (2′-methylproprionitrile), C(C1=CC=CC=C1)(=O)OOC(C1=CC=CC=C1)=O (benzoylperoxide). Run in ClC(Cl)(Cl)Cl (tetrachloromethane). The product is BrCC1=CC(=C(C(=O)OC)C=C1)OS(=O)(=O)C(F)(F)F (methyl 4-bromomethyl-2-trifluoromethylsulfonyloxybenzoate). Yield: 55.0%. RXN SMILES: [CH3:1][C:2]1[CH:11]=[CH:10][C:5]([C:6]([O:8][CH3:9])=[O:7])=[C:4]([O:12][S:13]([C:16]([F:19])([F:18])[F:17])(=[O:15])=[O:14])[CH:3]=1.[Br:20]N1C(=O)CCC1=O.C(OOC(=O)C1C=CC=CC=1)(=O)C1C=CC=CC=1>ClC(Cl)(Cl)Cl>[Br:20][CH2:1][C:2]1[CH:11]=[CH:10][C:5]([C:6]([O:8][CH3:9])=[O:7])=[C:4]([O:12][S:13]([C:16]([F:19])([F:17])[F:18])(=[O:14])=[O:15])[CH:3]=1. Procedure details: A solution of methyl 4-methyl-2-trifluoromethylsulfonyloxybenzoate (23.79 g; 7.9 mmol), N-bromosuccinimide (14.19 g; 7.9 mmol), 2,2-azobis (2′-methylproprionitrile) (0.5 g; 3 mmol) and benzoylperoxide (0.5 g; 2 mmol) in tetrachloromethane (250 ml) was heated at reflux for 6 hours. The solid was filtered and the filtrate evaporated to dryness to give methyl 4-bromomethyl-2-trifluoromethylsulfonyloxybenzoate. Yield=55%. Starting materials: Cl.NC1CCC2=C(NC1=O)C=CC1=CC=CC=C12 (3-amino-4-oxo-2,3,4,5-tetrahydro-1H-naphtho[2,1-b]azepine hydrochloride), N (ammonia). Solvent: O (water). Yields the product NC1CCC2=C(NC1=O)C=CC1=CC=CC=C12 (3-amino-4-oxo-2,3,4,5-tetrahydro-1H-naphtho[2,1-b]azepine). The yield is 97.3%. Reaction SMILES: Cl.[NH2:2][CH:3]1[C:9](=[O:10])[NH:8][C:7]2[CH:11]=[CH:12][C:13]3[C:18]([C:6]=2[CH2:5][CH2:4]1)=[CH:17][CH:16]=[CH:15][CH:14]=3.N>O>[NH2:2][CH:3]1[C:9](=[O:10])[NH:8][C:7]2[CH:11]=[CH:12][C:13]3[C:18]([C:6]=2[CH2:5][CH2:4]1)=[CH:17][CH:16]=[CH:15][CH:14]=3 |f:0.1|. Reported procedure: To a solution of 3-azido-4-oxo-2,3,4,5-tetrahydro-1H-naphtho-[2,1-b]azepine (16.0 g, 63.4 mmol) in a mixture of dry dioxane (150 ml) and ethanol (150 ml), palladium on carbon (10%, 2 g) was added. This mixture was hydrogenated under a pressure of 5 bar and with efficient stirring for 24 h. The reaction mixture was filtered and excess hydrogenchloride in ethanol was added. The precipitated solid was isolated, washed with ethanol and dried to give 14.4 g of 3-amino-4-oxo-2,3,4,5-tetrahydro-1H-naph... Starting materials: CCO, CCOC(=O)CCc1scc(-c2ccc(Cl)cc2OC)c1-c1ccc(O)cc1, [Na+], [OH-], O. Yields the product COc1cc(Cl)ccc1-c1csc(CCC(=O)O)c1-c1ccc(O)cc1. Reaction SMILES: [CH3:31][CH2:32][OH:33].[Cl:1][c:2]1[cH:3][c:4]([O:27][CH3:28])[c:5](-[c:8]2[c:9](-[c:20]3[cH:21][cH:22][c:23]([OH:26])[cH:24][cH:25]3)[c:10]([CH2:13][CH2:14][C:15](=[O:16])[O:17][CH2:18][CH3:19])[s:11][cH:12]2)[cH:6][cH:7]1.[Na+:30].[OH-:29].[OH2:34]>>[Cl:1][c:2]1[cH:3][c:4]([O:27][CH3:28])[c:5](-[c:8]2[c:9](-[c:20]3[cH:21][cH:22][c:23]([OH:26])[cH:24][cH:25]3)[c:10]([CH2:13][CH2:14][C:15](=[O:16])[OH:17])[s:11][cH:12]2)[cH:6][cH:7]1. The reactants are [BH4-].[Na+] (sodium borohydride), [H][H] (hydrogen), ice water, ClC1=NC=CC(=C1)C(=O)O (2-chloro-4-pyridinecarboxylic acid), B(F)(F)F.CCOCC (boron trifluoride etherate), Cl (hydrochloric acid), ice water. The solvent is O1CCCC1 (tetrahydrofuran), O1CCCC1 (tetrahydrofuran). Product: ClC1=NC=CC(=C1)CO (2-chloro-4-pyridinemethanol). Isolated yield 83.3%. As a reaction SMILES: [BH4-].[Na+].[Cl:3][C:4]1[CH:9]=[C:8]([C:10](O)=[O:11])[CH:7]=[CH:6][N:5]=1.[H][H].B(F)(F)F.CCOCC.Cl>O1CCCC1>[Cl:3][C:4]1[CH:9]=[C:8]([CH2:10][OH:11])[CH:7]=[CH:6][N:5]=1 |f:0.1,4.5|. Procedure: 35.59 g of sodium borohydride was suspended in 3 liters of tetrahydrofuran, and the suspension was stirred by a mechanical stirrer. The suspension was cooled with ice water, and 98.83 g of 2-chloro-4-pyridinecarboxylic acid was added little by little. The mixture was heated to room temperature, and stirred until evolution of hydrogen ceased. A solution of 148 ml of boron trifluoride etherate in 1000 ml of tetrahydrofuran was added dropwise at room temperature for 3 hours. After the addition, the... Reactants: COC(C(CC1=CC(=C(C(=C1)C(C)(C)C)O)C(C)(C)C)C)=O (methyl-2-methyl-3-(3',5'-di-tert.-butyl-4'-hydroxyphenyl)-propionate), C(CCCCCCCCCCC)O (1-dodecanol), C(CCC)[Sn](CCCC)=O (dibutyltin oxide). Procedure details: 30.6 g (0.1 mol) of methyl-2-methyl-3-(3',5'-di-tert.-butyl-4'-hydroxyphenyl)-propionate and 18.6 g (0.1 mol) of 1-dodecanol are placed in a 4-necked glass flask and heated to 100° C., then 0.25 g=1 mol % of dibutyltin oxide is added and the mixture is heated further to 180° C., with methanol being split off. The reaction mixture is maintained at 180° C. for 6 hours. Conditions: temperature 100 celsius. Yields the product C(CCCCCCCCCCC)OC(C(CC1=CC(=C(C(=C1)C(C)(C)C)O)C(C)(C)C)C)=O (Dodecyl-2-methyl-3-(3',5'-di-tert.-butyl-4'-hydroxyphenyl)-propionate). Run in CO (methanol). As a reaction SMILES: [CH3:1][O:2][C:3](=[O:22])[CH:4]([CH3:21])[CH2:5][C:6]1[CH:11]=[C:10]([C:12]([CH3:15])([CH3:14])[CH3:13])[C:9]([OH:16])=[C:8]([C:17]([CH3:20])([CH3:19])[CH3:18])[CH:7]=1.[CH2:23](O)[CH2:24][CH2:25][CH2:26][CH2:27][CH2:28][CH2:29][CH2:30][CH2:31][CH2:32][CH2:33]C.C([Sn](=O)CCCC)CCC>CO>[CH2:1]([O:2][C:3](=[O:22])[CH:4]([CH3:21])[CH2:5][C:6]1[CH:7]=[C:8]([C:17]([CH3:20])([CH3:19])[CH3:18])[C:9]([OH:16])=[C:10]([C:12]([CH3:14])([CH3:13])[CH3:15])[CH:11]=1)[CH2:33][CH2:32][CH2:31][CH2:30][CH2:29][CH2:28][CH2:27][CH2:26][CH2:25][CH2:24][CH3:23]. The reactants are COCC(C1=CC(=CC=C1)CCNC1=NC=C(N(C1=O)CC(=O)NCC=1C=C2C(=CNC2=CC1)C)C)NC(OC(C)(C)C)=O (tert-butyl (1R/S)-2-methoxy-1-[3-(2-{[5-methyl-4-(2-{[(3-methyl-1H-indol-5-yl)methyl]amino}-2-oxoethyl)-3-oxo-3,4-dihydro-2-pyrazinyl]amino}ethyl)phenyl]ethylcarbamate), Cl (hydrochloric acid), [OH-].[Na+] (NaOH). The solvent is CO (methanol). Product: NC(COC)C=1C=C(CCNC=2C(N(C(=CN2)C)CC(=O)NCC=2C=C3C(=CNC3=CC2)C)=O)C=CC1 (2-[3-({3-[(1R/S)-1-Amino-2-methoxyethyl]phenethyl}amino)-6-methyl-2-oxo-1(2H)-pyrazinyl]-N-[(3-methyl-1H-indol-5-yl)methyl]acetamide). The yield is 60.2%. RXN SMILES: [CH3:1][O:2][CH2:3][CH:4]([NH:37]C(=O)OC(C)(C)C)[C:5]1[CH:10]=[CH:9][CH:8]=[C:7]([CH2:11][CH2:12][NH:13][C:14]2[C:19](=[O:20])[N:18]([CH2:21][C:22]([NH:24][CH2:25][C:26]3[CH:27]=[C:28]4[C:32](=[CH:33][CH:34]=3)[NH:31][CH:30]=[C:29]4[CH3:35])=[O:23])[C:17]([CH3:36])=[CH:16][N:15]=2)[CH:6]=1.Cl.[OH-].[Na+]>CO>[NH2:37][CH:4]([C:5]1[CH:6]=[C:7]([CH:8]=[CH:9][CH:10]=1)[CH2:11][CH2:12][NH:13][C:14]1[C:19](=[O:20])[N:18]([CH2:21][C:22]([NH:24][CH2:25][C:26]2[CH:27]=[C:28]3[C:32](=[CH:33][CH:34]=2)[NH:31][CH:30]=[C:29]3[CH3:35])=[O:23])[C:17]([CH3:36])=[CH:16][N:15]=1)[CH2:3][O:2][CH3:1] |f:2.3|. Procedure details: A solution of tert-butyl (1R/S)-2-methoxy-1-[3-(2-{[5-methyl-4-(2-{[(3-methyl-1H-indol-5-yl)methyl]amino}-2-oxoethyl)-3-oxo-3,4-dihydro-2-pyrazinyl]amino}ethyl)phenyl]ethylcarbamate (preparation 124) (26 mg, 0.043 mmol) in hydrochloric acid (2 ml, 6N, 12 mmol) and methanol (2 ml), was stirred under a nitrogen atmosphere for 3 hrs. The reaction mixture was basified to pH 10 using 1N NaOH solution, extracted with dichloromethane (4×10 ml), and ethyl acetate (3×10 ml). The combined organic extracts...